Dataset: the Open Reaction Database (ORD), a public repository of structured organic reaction records. Task: describe an organic reaction: reactants, conditions, products, and yield Reactants: COCCCCN1C(=CC=C1C1=CC=CC=C1)C(=O)N([C@@H]1CN(C[C@@H](C1)C(=O)N1CCOCC1)C(=O)OC(C)(C)C)CC(C)C (tert-Butyl(3S,5R)-3-[{[1-(4-methoxybutyl)-5-phenyl-1H-pyrrol-2-yl]carbonyl}(2-methylpropyl)amino]-5-(morpholin-4-ylcarbonyl)piperidine-1-carboxylate), C(C)(=O)OCC.Cl (hydrogen chloride-ethyl acetate). Run in C(C)(=O)OCC (ethyl acetate). Run at time 1 hour. The product is Cl.COCCCCN1C(=CC=C1C1=CC=CC=C1)C(=O)N([C@@H]1CNC[C@@H](C1)C(=O)N1CCOCC1)CC(C)C (1-(4-methoxybutyl)-N-(2-methylpropyl)-N-[(3S,5R)-5-(morpholin-4-ylcarbonyl)piperidin-3-yl]-5-phenyl-1H-pyrrole-2-carboxamide hydrochloride). Reaction SMILES: [CH3:1][O:2][CH2:3][CH2:4][CH2:5][CH2:6][N:7]1[C:11]([C:12]2[CH:17]=[CH:16][CH:15]=[CH:14][CH:13]=2)=[CH:10][CH:9]=[C:8]1[C:18]([N:20]([CH2:42][CH:43]([CH3:45])[CH3:44])[C@H:21]1[CH2:26][C@@H:25]([C:27]([N:29]2[CH2:34][CH2:33][O:32][CH2:31][CH2:30]2)=[O:28])[CH2:24][N:23](C(OC(C)(C)C)=O)[CH2:22]1)=[O:19].C(OCC)(=O)C.[ClH:52]>C(OCC)(=O)C>[ClH:52].[CH3:1][O:2][CH2:3][CH2:4][CH2:5][CH2:6][N:7]1[C:11]([C:12]2[CH:17]=[CH:16][CH:15]=[CH:14][CH:13]=2)=[CH:10][CH:9]=[C:8]1[C:18]([N:20]([CH2:42][CH:43]([CH3:45])[CH3:44])[C@H:21]1[CH2:26][C@@H:25]([C:27]([N:29]2[CH2:30][CH2:31][O:32][CH2:33][CH2:34]2)=[O:28])[CH2:24][NH:23][CH2:22]1)=[O:19] |f:1.2,4.5|. Procedure: tert-Butyl(3S,5R)-3-[{[1-(4-methoxybutyl)-5-phenyl-1H-pyrrol-2-yl]carbonyl}(2-methylpropyl)amino]-5-(morpholin-4-ylcarbonyl)piperidine-1-carboxylate (150 mg) was dissolved in ethyl acetate (5 ml), 4N hydrogen chloride-ethyl acetate(5 ml) was added and the mixture was stirred for 1 hr. The solvent was evaporated under reduced pressure to give the object product (110 mg). Starting materials: NC=1SC=C(N1)/C(/C(=O)NC1[C@@H]2N(C(=C(CS2)C=CC)C(=O)O)C1=O)=N/OC (7-[(Z)-2-(2-aminothiazol-4-yl)-2-methoxyiminoacetamido]-3-(1-propenyl)-3-cephem-4-carboxylic acid), C([O-])([O-])=O.[K+].[K+] (potassium carbonate), C(C(C)(C)C)(=O)OCI (pivaloyloxymethyl iodide). The solvent is C(C)(=O)OCC (ethyl acetate), CN(C)C=O (DMF). Run at temperature 0 celsius, time 40 minute. Product: NC=1SC=C(N1)/C(/C(=O)NC1[C@@H]2N(C(=C(CS2)\C=C/C)C(=O)OCOC(C(C)(C)C)=O)C1=O)=N/OC (Pivaloyloxymethyl 7-[(Z)-2-(2-aminothiazol-4-yl)-2-methoxyiminoacetamido]-3-[(Z)-1-propenyl]-3-cephem-4-carboxylate). The yield is 75.3%. As a reaction SMILES: [NH2:1][C:2]1[S:3][CH:4]=[C:5](/[C:7](=[N:26]/[O:27][CH3:28])/[C:8]([NH:10][CH:11]2[C:24](=[O:25])[N:13]3[C:14]([C:21]([OH:23])=[O:22])=[C:15]([CH:18]=[CH:19][CH3:20])[CH2:16][S:17][C@H:12]23)=[O:9])[N:6]=1.C(=O)([O-])[O-].[K+].[K+].[C:35]([O:41][CH2:42]I)(=[O:40])[C:36]([CH3:39])([CH3:38])[CH3:37]>CN(C=O)C.C(OCC)(=O)C>[NH2:1][C:2]1[S:3][CH:4]=[C:5](/[C:7](=[N:26]/[O:27][CH3:28])/[C:8]([NH:10][CH:11]2[C:24](=[O:25])[N:13]3[C:14]([C:21]([O:23][CH2:42][O:41][C:35](=[O:40])[C:36]([CH3:39])([CH3:38])[CH3:37])=[O:22])=[C:15](/[CH:18]=[CH:19]\[CH3:20])[CH2:16][S:17][C@H:12]23)=[O:9])[N:6]=1 |f:1.2.3|. Procedure: To a mixture of 7-[(Z)-2-(2-aminothiazol-4-yl)-2-methoxyiminoacetamido]-3-(1-propenyl)-3-cephem-4-carboxylic acid (Ia, R2 =CH3, R3 =H) (E/Z=1/17, 90 mg, 0.21 mmole) and potassium carbonate (44 mg, 0.32 mmole) in DMF (3 ml) was added at 0° C. pivaloyloxymethyl iodide (77 mg, 0.32 mmole). The mixture was stirred at 0° C. for 40 minutes, diluted with ethyl acetate (20 ml), washed with water, dried over anhydrous sodium sulfate and evaporated in vacuo. The residue was dissolved in CHCl3 and chromato... Reactants: BrC=1C=CC=2N(C1)C(=CN2)C=O (6-bromoimidazo[1,2-a]pyridine-3-carbaldehyde), BrC=1C=CC=2N(C1)C(=CN2)C=O (6-bromoimidazo[1,2-a]pyridine-3-carbaldehyde), C(C)(C)(C)OC(=O)N1C(=CC2=CC=CC=C12)B(O)O (1-(tert-butoxycarbonyl)-1H-indol-2-ylboronic acid), dichlorobis(triphenylphosphine) palladium (II), C(=O)([O-])[O-].[Na+].[Na+] (Na2CO3), CN(C)C=O (DMF). The solvent is CCOC(=O)C (EtOAc). Product: C(=O)C1=CN=C2N1C=C(C=C2)C=2N(C1=CC=CC=C1C2)C(=O)OC(C)(C)C (Tert-butyl 2-(3-formylimidazo[1,2-a]pyridin-6-yl)-1H-indole-1-carboxylate). The yield is 51.0%. As a reaction SMILES: Br[C:2]1[CH:3]=[CH:4][C:5]2[N:6]([C:8]([CH:11]=[O:12])=[CH:9][N:10]=2)[CH:7]=1.[C:13]([O:17][C:18]([N:20]1[C:28]2[C:23](=[CH:24][CH:25]=[CH:26][CH:27]=2)[CH:22]=[C:21]1B(O)O)=[O:19])([CH3:16])([CH3:15])[CH3:14].C([O-])([O-])=O.[Na+].[Na+].CN(C=O)C>CCOC(C)=O>[CH:11]([C:8]1[N:6]2[CH:7]=[C:2]([C:21]3[N:20]([C:18]([O:17][C:13]([CH3:16])([CH3:15])[CH3:14])=[O:19])[C:28]4[C:23]([CH:22]=3)=[CH:24][CH:25]=[CH:26][CH:27]=4)[CH:3]=[CH:4][C:5]2=[N:10][CH:9]=1)=[O:12] |f:2.3.4|. Reported procedure: 6-bromoimidazo[1,2-a]pyridine-3-carbaldehyde (step 1 of Intermediate 1, 150 mg, 0.6729 mmol), 1-(tert-butoxycarbonyl)-1H-indol-2-ylboronic acid (228 mg, 0.8742 mmol), dichlorobis(triphenylphosphine) palladium (II) (30 mg, 20% mmol) and 2M aqueous Na2CO3 (1 mL) were added to DMF (5 mL) and refluxed for 2 h. The reaction mixture was diluted with EtOAc and washed with water and brine. The solvent was evaporated to obtain solid residue, which was purified by column chromatography (silica gel, 1% met... Run in C(CC)O (propanol). The product is C(#N)C=1C=NC2=CC(=C(C=C2C1NC1=C2C(=CC=C1)OCO2)OC)OC[C@@H](CN2CCOCC2)O (3-cyano-7-[(2R)-2-hydroxy-3-morpholinopropoxy]-6-methoxy-4-(2,3-methylenedioxyanilino)quinoline). Reactants: C(#N)C=1C=NC2=CC(=C(C=C2C1NC1=C2C(=CC=C1)OCO2)OC)OC[C@H]2CO2 (3-cyano-7-[(2R)-2,3-epoxypropoxy]-6-methoxy-4-(2,3-methylenedioxyanilino)quinoline), N1CCOCC1 (morpholine). Reported procedure: A mixture of 3-cyano-7-[(2R)-2,3-epoxypropoxy]-6-methoxy-4-(2,3-methylenedioxyanilino)quinoline (0.1 g), morpholine (0.11 g) and propanol (5 ml) was stirred and heated to 80° C. for 3 hours. The resultant mixture was evaporated and the residue was purified by column chromatography on silica using increasingly polar mixtures of methylene chloride and methanol as eluent. The material so obtained was triturated under diethyl ether to give the title compound (0.04 g); NMR Spectrum: (DMSOd6) 2.35-2.5... Yield: 32.7%. Conditions: temperature 80 celsius. As a reaction SMILES: [C:1]([C:3]1[CH:4]=[N:5][C:6]2[C:11]([C:12]=1[NH:13][C:14]1[CH:19]=[CH:18][CH:17]=[C:16]3[O:20][CH2:21][O:22][C:15]=13)=[CH:10][C:9]([O:23][CH3:24])=[C:8]([O:25][CH2:26][C@@H:27]1[O:29][CH2:28]1)[CH:7]=2)#[N:2].[NH:30]1[CH2:35][CH2:34][O:33][CH2:32][CH2:31]1>C(O)CC>[C:1]([C:3]1[CH:4]=[N:5][C:6]2[C:11]([C:12]=1[NH:13][C:14]1[CH:19]=[CH:18][CH:17]=[C:16]3[O:20][CH2:21][O:22][C:15]=13)=[CH:10][C:9]([O:23][CH3:24])=[C:8]([O:25][CH2:26][C@H:27]([OH:29])[CH2:28][N:30]1[CH2:35][CH2:34][O:33][CH2:32][CH2:31]1)[CH:7]=2)#[N:2]. The reactants are NC1=CC=C2C(=C(N(C2=C1)CC1=C(C=CC=C1)Cl)CCC)C(C(C)C)=O (6-amino-1-(2-chlorobenzyl)-3-isobutyryl-2-propylindole), CN=C=O (methylisocyanate). The solvent is C(Cl)(Cl)Cl (chloroform). Conditions: temperature 20 celsius, time 1 hour. Yields the product ClC1=C(CN2C(=C(C3=CC=C(C=C23)NC(=O)NC)C(C(C)C)=O)CCC)C=CC=C1 (1-(2-chlorobenzyl)-3-isobutyryl-6-(3-methylureido)-2-propylindole). RXN SMILES: [NH2:1][C:2]1[CH:10]=[C:9]2[C:5]([C:6]([C:22](=[O:26])[CH:23]([CH3:25])[CH3:24])=[C:7]([CH2:19][CH2:20][CH3:21])[N:8]2[CH2:11][C:12]2[CH:17]=[CH:16][CH:15]=[CH:14][C:13]=2[Cl:18])=[CH:4][CH:3]=1.[CH3:27][N:28]=[C:29]=[O:30]>C(Cl)(Cl)Cl>[Cl:18][C:13]1[CH:14]=[CH:15][CH:16]=[CH:17][C:12]=1[CH2:11][N:8]1[C:9]2[C:5](=[CH:4][CH:3]=[C:2]([NH:1][C:29]([NH:28][CH3:27])=[O:30])[CH:10]=2)[C:6]([C:22](=[O:26])[CH:23]([CH3:25])[CH3:24])=[C:7]1[CH2:19][CH2:20][CH3:21]. Reported procedure: To a stirred solution of 6-amino-1-(2-chlorobenzyl)-3-isobutyryl-2-propylindole (100 mg) in chloroform (2 ml) was added methylisocyanate (0.5 ml) at 0° C. The reaction mixture was stirred at 20° C. for 1 hour, then evaporated. The residue was chromatographed on silica gel eluting with a mixture of ethyl acetate and hexane (1:1) to give crystals which were recrystallized from a mixture of ethyl acetate and hexane to give 1-(2-chlorobenzyl)-3-isobutyryl-6-(3-methylureido)-2-propylindole (75 mg) as...